Dataset: the Open Reaction Database (ORD), a public repository of structured organic reaction records. Task: describe an organic reaction: reactants, conditions, products, and yield Yields the product CC(=O)C=Cc1ccccc1. As a reaction SMILES: [CH3:9][C:10]([CH3:11])=[O:12].[CH:1](=[O:2])[c:3]1[cH:4][cH:5][cH:6][cH:7][cH:8]1>>[CH:1]([c:3]1[cH:4][cH:5][cH:6][cH:7][cH:8]1)=[CH:9][C:10]([CH3:11])=[O:12]. Starting materials: CC(C)=O, O=Cc1ccccc1. The reactants are CC(C)(C)[Si](C)(C)OCCn1ccc(N)n1, ClCCl, [Cl-], CS(=O)(=O)c1ccc(C(CC2CCOC2)C(=O)O)cc1Cl, O=C(Cl)C(=O)Cl, Cc1cccc(C)n1. The product is CC(C)(C)[Si](C)(C)OCCn1ccc(NC(=O)C(CC2CCOC2)c2ccc(S(C)(=O)=O)c(Cl)c2)n1. Reaction SMILES: [C:28]([CH3:29])([CH3:30])([CH3:31])[Si:32]([O:33][CH2:34][CH2:35][n:36]1[n:37][c:38]([NH2:41])[cH:39][cH:40]1)([CH3:42])[CH3:43].[CH2:53]([Cl:54])[Cl:55].[Cl-:52].[Cl:1][c:2]1[cH:3][c:4]([CH:12]([C:13](=[O:14])[OH:15])[CH2:16][CH:17]2[CH2:18][O:19][CH2:20][CH2:21]2)[cH:5][cH:6][c:7]1[S:8](=[O:9])(=[O:10])[CH3:11].[Cl:22][C:23]([C:24]([Cl:25])=[O:26])=[O:27].[n:44]1[c:45]([CH3:46])[cH:47][cH:48][cH:49][c:50]1[CH3:51]>>[Cl:1][c:2]1[cH:3][c:4]([CH:12]([C:13](=[O:15])[NH:41][c:38]2[n:37][n:36]([CH2:35][CH2:34][O:33][Si:32]([C:28]([CH3:29])([CH3:30])[CH3:31])([CH3:42])[CH3:43])[cH:40][cH:39]2)[CH2:16][CH:17]2[CH2:18][O:19][CH2:20][CH2:21]2)[cH:5][cH:6][c:7]1[S:8](=[O:9])(=[O:10])[CH3:11]. Reactants: CC(C)c1cc(Oc2c(Br)cc([N+](=O)[O-])c(C(F)(F)F)c2Br)cc(C=O)c1O, CC[SiH](CC)CC, O=C(O)C(F)(F)F. Product: Cc1cc(Oc2c(Br)cc([N+](=O)[O-])c(C(F)(F)F)c2Br)cc(C(C)C)c1O. RXN SMILES: [Br:8][c:9]1[c:10]([O:11][c:12]2[cH:13][c:14]([CH:21]([CH3:22])[CH3:23])[c:15]([OH:20])[c:16]([CH:17]=[O:18])[cH:19]2)[c:24]([Br:35])[cH:25][c:26]([N+:32](=[O:33])[O-:34])[c:27]1[C:28]([F:29])([F:30])[F:31].[CH2:1]([SiH:2]([CH2:3][CH3:4])[CH2:5][CH3:6])[CH3:7].[F:36][C:37]([F:38])([F:39])[C:40]([OH:41])=[O:42]>>[Br:8][c:9]1[c:10]([O:11][c:12]2[cH:13][c:14]([CH:21]([CH3:22])[CH3:23])[c:15]([OH:20])[c:16]([CH3:17])[cH:19]2)[c:24]([Br:35])[cH:25][c:26]([N+:32](=[O:33])[O-:34])[c:27]1[C:28]([F:29])([F:30])[F:31].